This data is from the Open Reaction Database (ORD), a public repository of structured organic reaction records. The task is: describe an organic reaction: reactants, conditions, products, and yield Reaction SMILES: Cl[SiH:2]1[N:6]([C:7]([CH3:10])([CH3:9])[CH3:8])[CH:5]=[CH:4][N:3]1[C:11]([CH3:14])([CH3:13])[CH3:12].[CH:15]1([NH2:18])[CH2:17][CH2:16]1>CCCCCC>[C:11]([N:3]1[CH:4]=[CH:5][N:6]([C:7]([CH3:10])([CH3:9])[CH3:8])[SiH:2]1[NH:18][CH:15]1[CH2:17][CH2:16]1)([CH3:14])([CH3:13])[CH3:12]. The yield is 90.0%. The solvent is CCCCCC (hexane). Yields the product C(C)(C)(C)N1[SiH](N(C=C1)C(C)(C)C)NC1CC1 (1,3-di-tert-butyl-2-cyclopropylamino-1,3-diaza-2-silacyclopent-4-ene). Reported procedure: In an argon atmosphere, 6.22 g (26.7 mmol) of Si(tBuNCHCHNtBu)(H)Cl was dissolved in 30 mL of hexane and after adding 3.14 g (56.0 mmol) of cyclopropylamine, the mixture was stirred at room temperature for 3 hours. Insoluble matters produced were separated by filtration, and the solvent was removed by distillation from the filtrate under atmospheric pressure. The obtained residue was distilled under reduced pressure (distillation temperature: 100° C./3.7×102 Pa) to obtain 1,3-di-tert-butyl-2-cyc... The reactants are Cl[SiH]1N(C=CN1C(C)(C)C)C(C)(C)C (2-chloro-1,3-di-tert-butyl-1,3-diaza-2-silacyclopent-4-ene), C1(CC1)N (cyclopropylamine). Run at time 3 hour. Starting materials: above compound, CC1(CC(NC2=CC(=C(C=C12)NC(C1=CC=C(C=C1)OC)=O)[N+](=O)[O-])=O)C (4,4-dimethyl-6-(4-methoxybenzoylamino)-7-nitro-1,2,3,4-tetrahydroquinolin-2one), N1C(CCC2=CC=CC=C12)=O (1,2,3,4-tetrahydroquinolin-2-one), COC1=CC=C(C(=O)Cl)C=C1 (4-methoxybenzoyl chloride), Cl (hydrochloric acid). Reaction conditions: time 2 hour. Run in N1=CC=CC=C1 (pyridine). Product: CC1(CC(NC=2C=C3C(=CC12)NC(=N3)C3=CC=C(C=C3)OC)=O)C (8,8-Dimethyl-2-(4-methoxyphenyl)-5,6,7,8-tetrahydro-lH-imidazo[4,5-g]quinolin-6-one). As a reaction SMILES: COC1C=CC(C(Cl)=O)=CC=1.Cl.[CH3:13][C:14]1([CH3:39])[C:23]2[C:18](=[CH:19][C:20]([N+:35]([O-])=O)=[C:21]([NH:24][C:25](=O)[C:26]3[CH:31]=[CH:30][C:29]([O:32][CH3:33])=[CH:28][CH:27]=3)[CH:22]=2)[NH:17][C:16](=[O:38])[CH2:15]1.N1C2C(=CC=CC=2)CCC1=O>N1C=CC=CC=1>[CH3:13][C:14]1([CH3:39])[C:23]2[CH:22]=[C:21]3[NH:24][C:25]([C:26]4[CH:31]=[CH:30][C:29]([O:32][CH3:33])=[CH:28][CH:27]=4)=[N:35][C:20]3=[CH:19][C:18]=2[NH:17][C:16](=[O:38])[CH2:15]1. Reported procedure: 4.7 g. (20 mmole) of the above compound were mixed in 50 ml. pyridine, while cooling with ice, with 3.7 g. (22 mmole) 4-methoxybenzoyl chloride. After 2 hours at 25° C., the reaction mixture was poured on to ice, acidified with 2N hydrochloric acid, extracted with methylene chloride, dried and evaporated to give 6.9 g. (93% of theory) 4,4-dimethyl-6-(4-methoxybenzoylamino)-7-nitro-1,2,3,4-tetrahydroquinolin-2one; 1,2,3,4-tetrahydroquinolin-2-one; m.p. 288-290° C. The reactants are BrC=1C(=NC=C(C(=O)NC2=CC=C(C=C2)SC(F)(F)F)C1)N(CCO)CC (5-bromo-6-(ethyl(2-hydroxyethyl)amino)-N-(4-((trifluoromethyl)thio)phenyl)nicotinamide), CC1(OB(OC1(C)C)C=1C=NC=C(C#N)C1)C (5-(4,4,5,5-tetramethyl-1,3,2-dioxaborolan-2-yl)nicotinonitrile). As a reaction SMILES: Br[C:2]1[C:3]([N:22]([CH2:26][CH3:27])[CH2:23][CH2:24][OH:25])=[N:4][CH:5]=[C:6]([CH:21]=1)[C:7]([NH:9][C:10]1[CH:15]=[CH:14][C:13]([S:16][C:17]([F:20])([F:19])[F:18])=[CH:12][CH:11]=1)=[O:8].CC1(C)C(C)(C)OB([C:36]2[CH:37]=[N:38][CH:39]=[C:40]([CH:43]=2)[C:41]#[N:42])O1>>[C:41]([C:40]1[CH:43]=[C:36]([C:2]2[C:3]([N:22]([CH2:26][CH3:27])[CH2:23][CH2:24][OH:25])=[N:4][CH:5]=[C:6]([C:7]([NH:9][C:10]3[CH:15]=[CH:14][C:13]([S:16][C:17]([F:20])([F:19])[F:18])=[CH:12][CH:11]=3)=[O:8])[CH:21]=2)[CH:37]=[N:38][CH:39]=1)#[N:42]. Procedure details: The title compound was prepared in an analogous fashion to that described in Example 151 using 5-bromo-6-(ethyl(2-hydroxyethyl)amino)-N-(4-((trifluoromethyl)thio)phenyl)nicotinamide (Stage 195.1) and 5-(4,4,5,5-tetramethyl-1,3,2-dioxaborolan-2-yl)nicotinonitrile to afford a yellow resin. UPLC-MS (Condition 3) tR=1.13 min, m/z=488.3 [M+H]+, m/z=486.3 [M−H]−; 1H-NMR (400 MHz, DMSO-d6) δ ppm 0.90 (t, J=6.97 Hz, 3H) 3.15 (q, J=6.93 Hz, 2H) 3.36-3.40 (m, 2H) 3.44-3.56 (m, 2H) 4.55 (br. s, 1H) 7.70 (d... The product is C(#N)C=1C=C(C=NC1)C=1C(=NC=C(C1)C(=O)NC1=CC=C(C=C1)SC(F)(F)F)N(CCO)CC (5′-Cyano-2-(ethyl(2-hydroxyethyl)amino)-N-(4-((trifluoromethyl)thio)phenyl)-[3,3′-bipyridine]-5-carboxamide). The reactants are CC1(OC[C@H](O1)C(=O)N1CC=C(CC1)C1=C(C=C(C=C1F)N1C(O[C@H](C1)CN1N=NC=C1)=O)F)C ((5R)-3-(4-(1-((4S)-2,2-dimethyl-1,3-dioxolane-4-carbonyl)-1,2,5,6-tetrahydropyridin-4-yl)-3,5-difluorophenyl)-5-(1,2,3-triazol-1-ylmethyl)oxazolidin-2-one), Cl (hydrochloric acid). The solvent is O1CCCC1 (tetrahydrofuran). Reaction conditions: time 2 day. Yields the product O[C@H](C(=O)N1CC=C(CC1)C1=C(C=C(C=C1F)N1C(O[C@H](C1)CN1N=NC=C1)=O)F)CO ((5R)-3-(4-(1-((2S)-2,3-Dihydroxypropionyl)-1,2,5,6-tetrahydropyridin-4-yl)-3,5-difluorophenyl)-5-(1,2,3-triazol-1-ylmethyl)oxazolidin-2-one). Yield: 80.0%. RXN SMILES: CC1(C)[O:6][C@H:5]([C:7]([N:9]2[CH2:14][CH2:13][C:12]([C:15]3[C:20]([F:21])=[CH:19][C:18]([N:22]4[CH2:26][C@H:25]([CH2:27][N:28]5[CH:32]=[CH:31][N:30]=[N:29]5)[O:24][C:23]4=[O:33])=[CH:17][C:16]=3[F:34])=[CH:11][CH2:10]2)=[O:8])[CH2:4][O:3]1.Cl>O1CCCC1>[OH:6][C@@H:5]([CH2:4][OH:3])[C:7]([N:9]1[CH2:14][CH2:13][C:12]([C:15]2[C:20]([F:21])=[CH:19][C:18]([N:22]3[CH2:26][C@H:25]([CH2:27][N:28]4[CH:32]=[CH:31][N:30]=[N:29]4)[O:24][C:23]3=[O:33])=[CH:17][C:16]=2[F:34])=[CH:11][CH2:10]1)=[O:8]. Reported procedure: To a stirred solution of (5R)-3-(4-(1-((4S)-2,2-dimethyl-1,3-dioxolane-4-carbonyl)-1,2,5,6-tetrahydropyridin-4-yl)-3,5-difluorophenyl)-5-(1,2,3-triazol-1-ylmethyl)oxazolidin-2-one (700 mg, 1.43 mM) in tetrahydrofuran (25 ml) was added aqueous hydrochloric acid (1M, 15 ml) and the mixture stirred at ambient temperature for 2 days. Solvent was evaporated and the residue treated with water (10 ml). Aqueous sodium acetate (10%, 10 ml) was added, and the precipitate filtered and washed with ethanol a... Reported procedure: A solution of 3-bromoaniline (227 mL, 0.020 mol) and 3-chloro-4-(4-chlorophenyl)-1H-pyrrole-2,5-dione (2.02 g, 0.0083 mol; prepared by analogy with the methods described in WO97/34890 and Wiley, R P H, and Slaymaker, S. C. J. Am. Chem. Soc (80) 1385 (1958)) in methanol (50 mL) was heated at reflux for 40 hours, cooled and concentrated. The residue was acidified with aqueous hydrochloric acid (1M, 200 mL) and extracted with ethyl acetate (3×200 mL). The combined organic solutions were washed with... Product: BrC=1C=C(C=CC1)NC=1C(NC(C1C1=CC=C(C=C1)Cl)=O)=O (3-(3-Bromophenylamino)-4-(4-chlorophenyl)-1H-pyrrole-2,5-dione). As a reaction SMILES: [Br:1][C:2]1[CH:3]=[C:4]([CH:6]=[CH:7][CH:8]=1)[NH2:5].Cl[C:10]1[C:11](=[O:23])[NH:12][C:13](=[O:22])[C:14]=1[C:15]1[CH:20]=[CH:19][C:18]([Cl:21])=[CH:17][CH:16]=1>CO>[Br:1][C:2]1[CH:3]=[C:4]([NH:5][C:10]2[C:11](=[O:23])[NH:12][C:13](=[O:22])[C:14]=2[C:15]2[CH:20]=[CH:19][C:18]([Cl:21])=[CH:17][CH:16]=2)[CH:6]=[CH:7][CH:8]=1. The reactants are BrC=1C=C(N)C=CC1 (3-bromoaniline), ClC=1C(NC(C1C1=CC=C(C=C1)Cl)=O)=O (3-chloro-4-(4-chlorophenyl)-1H-pyrrole-2,5-dione), ( 80 ). The solvent is CO (methanol). The reactants are C(C1=CC=CC=C1)OC=1C(O[C@H](C1O)CC\C=C/CCCCCCCCCCCCCC)=O ((S)-3-benzyloxy-4-hydroxy-5-[(Z)-3-octadecenyl]-2(5H)-furanone). The reagents and catalysts are [Pd] (palladium on carbon). The solvent is CO (methanol), CO (methanol). Product: OC=1C(O[C@H](C1O)CCCCCCCCCCCCCCCCCC)=O ((S)-3,4-Dihydroxy-5-octadecyl-2(5H)-furanone). As a reaction SMILES: C([O:8][C:9]1[C:10](=[O:33])[O:11][C@@H:12]([CH2:15][CH2:16]/[CH:17]=[CH:18]\[CH2:19][CH2:20][CH2:21][CH2:22][CH2:23][CH2:24][CH2:25][CH2:26][CH2:27][CH2:28][CH2:29][CH2:30][CH2:31][CH3:32])[C:13]=1[OH:14])C1C=CC=CC=1>[Pd].CO>[OH:8][C:9]1[C:10](=[O:33])[O:11][C@@H:12]([CH2:15][CH2:16][CH2:17][CH2:18][CH2:19][CH2:20][CH2:21][CH2:22][CH2:23][CH2:24][CH2:25][CH2:26][CH2:27][CH2:28][CH2:29][CH2:30][CH2:31][CH3:32])[C:13]=1[OH:14]. Procedure: To a 250 mL hydrogenation bottle was added 0.02 g of 10% palladium on carbon in 5 mL methanol. To this suspension was added 0.1 g (0,219 mmol) of (S)-3-benzyloxy-4-hydroxy-5-[(Z)-3-octadecenyl]-2(5H)-furanone dissolved in 15 mL methanol. Hydrogenation was initiated at 40 psi and at room temperature. The reaction was monitored for completion by TLC (approximately 5-6 hours), filtered (Celite) and evaporated under reduced pressure. The residue was purified over silica gel using 10% methanol in chl... The reactants are C1CCNC1, [Cl-], CC(C)CN(C)c1cc2c(cc1Cl)NC(=O)CC(c1cccc(-n3ncnc3CO)c1)=N2, ClCCl, CN(C)C=O, O=S(Cl)Cl. Product: CC(C)CN(C)c1cc2c(cc1Cl)NC(=O)CC(c1cccc(-n3ncnc3CN3CCCC3)c1)=N2. As a reaction SMILES: [CH2:38]1[CH2:39][CH2:40][NH:41][CH2:42]1.[Cl-:37].[Cl:1][c:2]1[c:3]([N:27]([CH3:28])[CH2:29][CH:30]([CH3:31])[CH3:32])[cH:4][c:5]2[c:6]([cH:26]1)[NH:7][C:8](=[O:25])[CH2:9][C:10]([c:12]1[cH:13][c:14](-[n:18]3[n:19][cH:20][n:21][c:22]3[CH2:23][OH:24])[cH:15][cH:16][cH:17]1)=[N:11]2.[Cl:43][CH2:44][Cl:45].[O:46]=[CH:47][N:48]([CH3:49])[CH3:50].[S:33]([Cl:34])([Cl:35])=[O:36]>>[Cl:1][c:2]1[c:3]([N:27]([CH3:28])[CH2:29][CH:30]([CH3:31])[CH3:32])[cH:4][c:5]2[c:6]([cH:26]1)[NH:7][C:8](=[O:25])[CH2:9][C:10]([c:12]1[cH:13][c:14](-[n:18]3[n:19][cH:20][n:21][c:22]3[CH2:23][N:41]3[CH2:40][CH2:39][CH2:38][CH2:42]3)[cH:15][cH:16][cH:17]1)=[N:11]2. Reactants: [BH3-]C#N, CC#N, [Na+], CC(OCC1(c2ccccc2)CCNCC1)c1cc(-c2ccc(C#N)cc2)cc(C(F)(F)F)c1. Product: CC(OCC1(c2ccccc2)CCN(C)CC1)c1cc(-c2ccc(C#N)cc2)cc(C(F)(F)F)c1. As a reaction SMILES: [C:35]([BH3-:36])#[N:37].[CH3:39][C:40]#[N:41].[Na+:38].[c:1]1([C:7]2([CH2:13][O:14][CH:15]([CH3:16])[c:17]3[cH:18][c:19](-[c:27]4[cH:28][cH:29][c:30]([C:33]#[N:34])[cH:31][cH:32]4)[cH:20][c:21]([C:23]([F:24])([F:25])[F:26])[cH:22]3)[CH2:8][CH2:9][NH:10][CH2:11][CH2:12]2)[cH:2][cH:3][cH:4][cH:5][cH:6]1>>[c:1]1([C:7]2([CH2:13][O:14][CH:15]([CH3:16])[c:17]3[cH:18][c:19](-[c:27]4[cH:28][cH:29][c:30]([C:33]#[N:34])[cH:31][cH:32]4)[cH:20][c:21]([C:23]([F:24])([F:25])[F:26])[cH:22]3)[CH2:8][CH2:9][N:10]([CH3:35])[CH2:11][CH2:12]2)[cH:2][cH:3][cH:4][cH:5][cH:6]1. The reactants are C(=O)(O)[C@@H](O)[C@H](O)C(=O)O.C(C1=CC=CC=C1)(=O)O[C@@H]1CN2CCC1CC2 ((3S)-1-azabicyclo[2.2.2]oct-3-yl benzoate (D)-tartrate), [OH-].[Na+] (NaOH). The product is N12C[C@H](C(CC1)CC2)O ((3S)-quinuclidin-3-ol). RXN SMILES: C([C@H]([C@@H](C(O)=O)O)O)(O)=O.C([O:19][C@H:20]1[CH:25]2[CH2:26][CH2:27][N:22]([CH2:23][CH2:24]2)[CH2:21]1)(=O)C1C=CC=CC=1.[OH-].[Na+]>>[N:22]12[CH2:27][CH2:26][CH:25]([CH2:24][CH2:23]1)[C@H:20]([OH:19])[CH2:21]2 |f:0.1,2.3|. Procedure: The product of Example 6C (7.0 g, 18.4 mmol) was treated with NaOH (aqueous) according to the procedure of Example 1B. The title product was obtained as white a solid (2.0 g, yield, 86%). MS (DCl/NH3) m/z 128 (M+H)+.